This data is from the Open Reaction Database (ORD), a public repository of structured organic reaction records. The task is: describe an organic reaction: reactants, conditions, products, and yield As a reaction SMILES: [Br:24][N:25]1[C:26](=[O:27])[CH2:28][CH2:29][C:30]1=[O:31].[C:1]([c:2]1[cH:3][cH:4][cH:5][cH:6][cH:7]1)([c:8]1[cH:9][cH:10][cH:11][cH:12][cH:13]1)=[N:14][c:15]1[c:16]([C:17]#[N:18])[cH:19][cH:20][c:21]([CH3:23])[cH:22]1.[C:32]([O:33][O:34][C:35](=[O:36])[c:37]1[cH:38][cH:39][cH:40][cH:41][cH:42]1)(=[O:43])[c:44]1[cH:45][cH:46][cH:47][cH:48][cH:49]1.[Cl:50][C:51]([Cl:52])([Cl:53])[Cl:54]>>[C:1]([c:2]1[cH:3][cH:4][cH:5][cH:6][cH:7]1)([c:8]1[cH:9][cH:10][cH:11][cH:12][cH:13]1)=[N:14][c:15]1[c:16]([C:17]#[N:18])[cH:19][cH:20][c:21]([CH2:23][Br:24])[cH:22]1. The reactants are O=C1CCC(=O)N1Br, Cc1ccc(C#N)c(N=C(c2ccccc2)c2ccccc2)c1, O=C(OOC(=O)c1ccccc1)c1ccccc1, ClC(Cl)(Cl)Cl. The product is N#Cc1ccc(CBr)cc1N=C(c1ccccc1)c1ccccc1. Starting materials: ClC1=C(C=NN1C1=C(C=C(C=C1)Cl)C(F)(F)F)C(=O)OCC (5-chloro-1-[2-(trifluoromethyl)-4-chlorophenyl]-1H-pyrazole-4-carboxylic acid, ethyl ester), [C-]#N.[Na+] (sodium cyanide), ice water. Solvent: CN(C=O)C (dimethylformamide). Yields the product C(#N)C1=C(C=NN1C1=C(C=C(C=C1)Cl)C(F)(F)F)C(=O)OCC (5-cyano-1-[2-(trifluoromethyl)-4-chlorophenyl]-1H-pyrazole-4-carboxylic acid, ethyl ester). Yield: 32.6%. RXN SMILES: Cl[C:2]1[N:6]([C:7]2[CH:12]=[CH:11][C:10]([Cl:13])=[CH:9][C:8]=2[C:14]([F:17])([F:16])[F:15])[N:5]=[CH:4][C:3]=1[C:18]([O:20][CH2:21][CH3:22])=[O:19].[C-:23]#[N:24].[Na+]>CN(C)C=O>[C:23]([C:2]1[N:6]([C:7]2[CH:12]=[CH:11][C:10]([Cl:13])=[CH:9][C:8]=2[C:14]([F:17])([F:16])[F:15])[N:5]=[CH:4][C:3]=1[C:18]([O:20][CH2:21][CH3:22])=[O:19])#[N:24] |f:1.2|. Procedure: A solution of 3.15 g of 5-chloro-1-[2-(trifluoromethyl)-4-chlorophenyl]-1H-pyrazole-4-carboxylic acid, ethyl ester and 1.1 g of sodium cyanide in 25 ml of dimethylformamide was heated at approximately 100° C. for four and one-half hours. The reaction mixture also contained approximately 3 g of molecular sieve to insure dryness. The reaction mixture was cooled and poured into approximately 300 ml of ice water. The precipitated solid was collected by filtration and recrystallized from ethanol (cha... The reactants are CNC (Dimethylamine), ClCCC=1C=C(C(=NC1Cl)C(=O)OC)C(=O)OC (dimethyl 5-(2-chloroethyl)-6-chloro-2,3-pyridinedicarboxylate). Solvent: CO (methanol). Run at time 64 hour. Product: C(C)(=O)[O-] (acetate), CN1CCC=2C1=NC(=C(C2)C(=O)OC)C(=O)OC (dimethyl 1-methyl-2,3-dihydro-1H-pyrrolo[2,3-b]pyridine-5,6-dicarboxylate). The yield is 28.1%. As a reaction SMILES: [CH3:1][NH:2][CH3:3].ClC[CH2:6][C:7]1[CH:8]=[C:9]([C:18]([O:20][CH3:21])=[O:19])[C:10]([C:14]([O:16][CH3:17])=[O:15])=[N:11][C:12]=1Cl>CO>[C:14]([O-:16])(=[O:15])[CH3:10].[CH3:1][N:2]1[C:12]2=[N:11][C:10]([C:14]([O:16][CH3:17])=[O:15])=[C:9]([C:18]([O:20][CH3:21])=[O:19])[CH:8]=[C:7]2[CH2:6][CH2:3]1. Procedure details: Dimethylamine (7.5 g, 166.6 mol) is bubbled into a solution of dimethyl 5-(2-chloroethyl)-6-chloro-2,3-pyridinedicarboxylate (20.0 g, 66mmol) in methanol (400 mL) over three hours. The resulting solution is stirred for 64 hours at room temperature and then four and one-half hours at reflux. After cooling the mixture is concentrated under vacuum and the crude product chromatographed on 250 g silica using 2:1 hexanes:ethyl acetate and then 1:1 hexanesethyl acetate as eluant, affording 2.32 g (14%)... The reactants are BrC=1C=C(C=CC1N1CCC(CC1)S(=O)(=O)C1=CC=CC=C1)C(C(F)(F)F)(C(F)(F)F)O (2-(3-bromo-4-(4-(phenylsulfonyl)piperidin-1-yl)phenyl)-1,1,1,3,3,3-hexafluoro-2-propanol), C#CC(CC)O (1-pentyn-3-ol). As a reaction SMILES: Br[C:2]1[CH:3]=[C:4]([C:23]([OH:32])([C:28]([F:31])([F:30])[F:29])[C:24]([F:27])([F:26])[F:25])[CH:5]=[CH:6][C:7]=1[N:8]1[CH2:13][CH2:12][CH:11]([S:14]([C:17]2[CH:22]=[CH:21][CH:20]=[CH:19][CH:18]=2)(=[O:16])=[O:15])[CH2:10][CH2:9]1.[CH:33]#[C:34][CH:35]([OH:38])[CH2:36][CH3:37]>>[F:27][C:24]([F:26])([F:25])[C:23]([C:4]1[CH:5]=[CH:6][C:7]([N:8]2[CH2:13][CH2:12][CH:11]([S:14]([C:17]3[CH:18]=[CH:19][CH:20]=[CH:21][CH:22]=3)(=[O:16])=[O:15])[CH2:10][CH2:9]2)=[C:2]([C:33]#[C:34][CH:35]([OH:38])[CH2:36][CH3:37])[CH:3]=1)([OH:32])[C:28]([F:30])([F:29])[F:31]. Reported procedure: Following the procedure described for Example 152, 2-(3-bromo-4-(4-(phenylsulfonyl)piperidin-1-yl)phenyl)-1,1,1,3,3,3-hexafluoro-2-propanol was coupled to 1-pentyn-3-ol (Aldrich, St. Louis, Mo.) to afford 1-(5-(1,1,1,3,3,3-hexafluoro-2-hydroxypropan-2-yl)-2-(4-(phenylsulfonyl)piperidin-1-yl)phenyl)pent-1-yn-3-ol as a light yellow solid and a mixture of enantiomers. The product is FC(C(C(F)(F)F)(O)C=1C=CC(=C(C1)C#CC(CC)O)N1CCC(CC1)S(=O)(=O)C1=CC=CC=C1)(F)F (1-(5-(1,1,1,3,3,3-hexafluoro-2-hydroxypropan-2-yl)-2-(4-(phenylsulfonyl)piperidin-1-yl)phenyl)pent-1-yn-3-ol). The reactants are N([C@@H](CC(C)C)C(=O)N[C@@H](CCCNC(N[N+](=O)[O-])=N)C(=O)NCC(=O)N[C@@H](CC1=CC=CC=C1)C(=O)N[C@@H](CC1=CC=CC=C1)C(=O)N[C@@H](CC1=CC=C(C=C1)O)C(=O)N)C(=O)OCC1=CC=CC=C1 (Z-Leu-Arg(NO2)-Gly-Phe-Phe-Tyr-NH2). Reagents/catalysts: [Pd] (Pd). The solvent is C(C)(=O)O (acetic acid). Product: N[C@@H](CC(C)C)C(=O)N[C@@H](CCCNC(N)=N)C(=O)NCC(=O)N[C@@H](CC1=CC=CC=C1)C(=O)N[C@@H](CC1=CC=CC=C1)C(=O)N[C@@H](CC1=CC=C(C=C1)O)C(=O)N (Leu-Arg-Gly-Phe-Phe-Tyr-NH2). As a reaction SMILES: [NH:1](C(OCC1C=CC=CC=1)=O)[C@H:2]([C:7]([NH:9][C@H:10]([C:21]([NH:23][CH2:24][C:25]([NH:27][C@H:28]([C:36]([NH:38][C@H:39]([C:47]([NH:49][C@H:50]([C:59]([NH2:61])=[O:60])[CH2:51][C:52]1[CH:57]=[CH:56][C:55]([OH:58])=[CH:54][CH:53]=1)=[O:48])[CH2:40][C:41]1[CH:46]=[CH:45][CH:44]=[CH:43][CH:42]=1)=[O:37])[CH2:29][C:30]1[CH:35]=[CH:34][CH:33]=[CH:32][CH:31]=1)=[O:26])=[O:22])[CH2:11][CH2:12][CH2:13][NH:14][C:15](=[NH:20])[NH:16][N+]([O-])=O)=[O:8])[CH2:3][CH:4]([CH3:6])[CH3:5]>[Pd].C(O)(=O)C>[NH2:1][C@H:2]([C:7]([NH:9][C@H:10]([C:21]([NH:23][CH2:24][C:25]([NH:27][C@H:28]([C:36]([NH:38][C@H:39]([C:47]([NH:49][C@H:50]([C:59]([NH2:61])=[O:60])[CH2:51][C:52]1[CH:57]=[CH:56][C:55]([OH:58])=[CH:54][CH:53]=1)=[O:48])[CH2:40][C:41]1[CH:42]=[CH:43][CH:44]=[CH:45][CH:46]=1)=[O:37])[CH2:29][C:30]1[CH:35]=[CH:34][CH:33]=[CH:32][CH:31]=1)=[O:26])=[O:22])[CH2:11][CH2:12][CH2:13][NH:14][C:15](=[NH:16])[NH2:20])=[O:8])[CH2:3][CH:4]([CH3:5])[CH3:6]. Procedure details: In 30 ml. of acetic acid was dissolved 400 mg. of Z-Leu-Arg(NO2)-Gly-Phe-Phe-Tyr-NH2 and catalytic reduction was carried out with Pd-black as a catalyst for 10 hours. The catalyst was filtered off and the solvent was distilled off under reduced pressure. The residue was dissolved in 5 ml. of water and the solution was passed through a column (2.6 × 22 cm) of carboxylmethyl-cellulose.